From a dataset of the Open Reaction Database (ORD), a public repository of structured organic reaction records. describe an organic reaction: reactants, conditions, products, and yield Reactants: C(C1=CC=CC=C1)OC1=CC2=C(C=C(O2)C(=O)O)C=C1 (6-(benzyloxy)benzofuran-2-carboxylic acid). Solvent: [OH-].[Na+] (NaOH). Run at time 16 hour. The product is C(C1=CC=CC=C1)OC1=CC2=C(CC(O2)C(=O)O)C=C1 (6-(Benzyloxy)-2,3-dihydrobenzofuran-2-carboxylic Acid). Yield: 64.0%. As a reaction SMILES: [CH2:1]([O:8][C:9]1[CH:20]=[CH:19][C:12]2[CH:13]=[C:14]([C:16]([OH:18])=[O:17])[O:15][C:11]=2[CH:10]=1)[C:2]1[CH:7]=[CH:6][CH:5]=[CH:4][CH:3]=1>[OH-].[Na+]>[CH2:1]([O:8][C:9]1[CH:20]=[CH:19][C:12]2[CH2:13][CH:14]([C:16]([OH:18])=[O:17])[O:15][C:11]=2[CH:10]=1)[C:2]1[CH:3]=[CH:4][CH:5]=[CH:6][CH:7]=1 |f:1.2|. Reported procedure: A solution of 6-(benzyloxy)benzofuran-2-carboxylic acid (3.4 g, 12.6 mmol) in aqueous NaOH (2.5N, 40 mL) is treated with 6% Na—Hg (20 g), stirred for 16 hr, allowed to stand without stirring and decanted. The supernatant is acidified with HCl and filtered. The filtercake is air-dried to afford the title product as a white solid, 2.2 g (64% yield) mp 118-119° C., identified by NMR and mass spectral analyses.